Dataset: the Open Reaction Database (ORD), a public repository of structured organic reaction records. Task: describe an organic reaction: reactants, conditions, products, and yield Reactants: ClC1=C(C(=O)OC)C=CC(=C1N1N=NN(C1=O)C)Cl (methyl 2,4-dichloro-3-(4,5-dihydro-4-methyl-5-oxo-1H-tetrazol-1-yl)benzoate). The solvent is O1CCOCC1 (dioxane), [OH-].[Na+] (sodium hydroxide), O (water). Run at temperature 60 celsius, time 1.5 hour. Product: ClC1=C(C(=O)O)C=CC(=C1N1N=NN(C1=O)C)Cl (2,4-dichloro-3-(4,5-dihydro-4-methyl-5-oxo-1H-tetrazol-1-yl)benzoic acid). Yield: 87.5%. RXN SMILES: [Cl:1][C:2]1[C:11]([N:12]2[C:16](=[O:17])[N:15]([CH3:18])[N:14]=[N:13]2)=[C:10]([Cl:19])[CH:9]=[CH:8][C:3]=1[C:4]([O:6]C)=[O:5]>O1CCOCC1.[OH-].[Na+].O>[Cl:1][C:2]1[C:11]([N:12]2[C:16](=[O:17])[N:15]([CH3:18])[N:14]=[N:13]2)=[C:10]([Cl:19])[CH:9]=[CH:8][C:3]=1[C:4]([OH:6])=[O:5] |f:2.3|. Procedure details: To a solution of methyl 2,4-dichloro-3-(4,5-dihydro-4-methyl-5-oxo-1H-tetrazol-1-yl)benzoate (4.10 g) in dioxane (70 ml), 10N sodium hydroxide (2.0 ml) and water (4 ml) were added and the mixture was stirred at 60° C. for 1.5 hours. After concentrating under reduced pressure and the addition of water (50 ml), an aqueous solution of sodium hydroxide was added and washed with ethyl acetate (150 ml). The aqueous layer was acidified with hydrochloric acid and extracted with ethyl acetate. The organi... Reactants: BrC1=C(C=CC(=C1)CBr)OC (2-bromo-4-bromomethyl-1-methoxybenzene), CC1(OB(OC1(C)C)C1=CC=C(C=C1)NC(=O)N)C ([4-(4,4,5,5-tetramethyl-[1,3,2]dioxaborolan-2-yl)-phenyl]-urea), P(=O)([O-])([O-])[O-].[K+].[K+].[K+] (potassium phosphate), teflon, C(OC)COC (dimethoxyethane). The reagents and catalysts are [Pd].C1(=CC=CC=C1)P(C1=CC=CC=C1)C1=CC=CC=C1.C1(=CC=CC=C1)P(C1=CC=CC=C1)C1=CC=CC=C1.C1(=CC=CC=C1)P(C1=CC=CC=C1)C1=CC=CC=C1.C1(=CC=CC=C1)P(C1=CC=CC=C1)C1=CC=CC=C1 (tetrakis(triphenylphosphine) palladium). The solvent is O (water), C(C)O (ethanol). Conditions: temperature 65 celsius, time 12.5 hour. The product is BrC=1C=C(CC2=CC=C(C=C2)NC(=O)N)C=CC1OC ([4-(3-bromo-4-methoxy-benzyl)-phenyl]-urea). Isolated yield 36.9%. Reaction SMILES: [Br:1][C:2]1[CH:7]=[C:6]([CH2:8]Br)[CH:5]=[CH:4][C:3]=1[O:10][CH3:11].CC1(C)C(C)(C)OB([C:20]2[CH:25]=[CH:24][C:23]([NH:26][C:27]([NH2:29])=[O:28])=[CH:22][CH:21]=2)O1.P([O-])([O-])([O-])=O.[K+].[K+].[K+].C(COC)OC>[Pd].C1(P(C2C=CC=CC=2)C2C=CC=CC=2)C=CC=CC=1.C1(P(C2C=CC=CC=2)C2C=CC=CC=2)C=CC=CC=1.C1(P(C2C=CC=CC=2)C2C=CC=CC=2)C=CC=CC=1.C1(P(C2C=CC=CC=2)C2C=CC=CC=2)C=CC=CC=1.O.C(O)C>[Br:1][C:2]1[CH:7]=[C:6]([CH:5]=[CH:4][C:3]=1[O:10][CH3:11])[CH2:8][C:20]1[CH:25]=[CH:24][C:23]([NH:26][C:27]([NH2:29])=[O:28])=[CH:22][CH:21]=1 |f:2.3.4.5,7.8.9.10.11|. Procedure details: To a 40 mL vial equipped with a teflon screw cap and a magnetic stir bar was added 2-bromo-4-bromomethyl-1-methoxybenzene (649 mg, 2.32 mmol), [4-(4,4,5,5-tetramethyl-[1,3,2]dioxaborolan-2-yl)-phenyl]-urea (577 mg, 2.20 mmol) and potassium phosphate (933 mg, 4.40 mmol). To the vial was then added dimethoxyethane (15 mL), ethanol (3.7 mL) and water (3.7 mL). To this stirring solution was added tetrakis(triphenylphosphine) palladium (127 mg, 0.11 mmol) and the solution was degassed by bubbling N2 ... Reactants: CC(CN1C(=NC=2C(=NC=3C=C(C=CC3C21)OC2=C(C=CC=C2)[N+](=O)[O-])N)CCC)C (1-(2-methylpropyl)-7-(2-nitrophenoxy)-2-propyl-1H-imidazo[4,5-c]quinolin-4-amine), CC(CN1C(=NC=2C(=NC=3C=C(C=CC3C21)OC2=CC=C(C=C2)[N+](=O)[O-])N)CCC)C (1-(2-methylpropyl)-7-(4-nitrophenoxy)-2-propyl-1H-imidazo[4,5-c]quinolin-4-amine). The product is NC1=C(OC=2C=CC=3C4=C(C(=NC3C2)N)N=C(N4CC(C)C)CCC)C=CC=C1 (7-(2-aminophenoxy)-1-(2-methylpropyl)-2-propyl-1H-imidazo[4,5-c]quinolin-4-amine). As a reaction SMILES: [CH3:1][CH:2]([CH3:31])[CH2:3][N:4]1[C:16]2[C:15]3[CH:14]=[CH:13][C:12]([O:17][C:18]4[CH:23]=[CH:22][CH:21]=[CH:20][C:19]=4[N+:24]([O-])=O)=[CH:11][C:10]=3[N:9]=[C:8]([NH2:27])[C:7]=2[N:6]=[C:5]1[CH2:28][CH2:29][CH3:30].CC(C)CN1C2C3C=CC(OC4C=CC([N+]([O-])=O)=CC=4)=CC=3N=C(N)C=2N=C1CCC>>[NH2:24][C:19]1[CH:20]=[CH:21][CH:22]=[CH:23][C:18]=1[O:17][C:12]1[CH:13]=[CH:14][C:15]2[C:16]3[N:4]([CH2:3][CH:2]([CH3:31])[CH3:1])[C:5]([CH2:28][CH2:29][CH3:30])=[N:6][C:7]=3[C:8]([NH2:27])=[N:9][C:10]=2[CH:11]=1. Procedure: A modification of the general method described in Example 41 was followed using 1-(2-methylpropyl)-7-(2-nitrophenoxy)-2-propyl-1H-imidazo[4,5-c]quinolin-4-amine, prepared as described in Example 36, in lieu of 1-(2-methylpropyl)-7-(4-nitrophenoxy)-2-propyl-1H-imidazo[4,5-c]quinolin-4-amine. When the reaction was complete, the reaction mixture was filtered through a layer of CELITE filter aid, and the filter cake was washed with methanol and methanol:dichloromethane. Following treatment with the ... The reactants are N[C@H](CO)C ((S)-2-aminopropan-1-ol), Cl.COC1=CC=C(C=C1)[C@H](N)C=1C=NN(C1)C ((S)-(4-Methoxy-phenyl)(1-methyl-1H-pyrazol-4-yl)methanamine hydrochloride), NC1CCOCC1 (4-amino-tetrahydropyran), Cl.FC=1C=C(C=CC1OC)[C@H](N)C=1C=NN(C1)C ((S)-(3-Fluoro-4-methoxyphenyl)(1-methyl-1H-pyrazol-4-yl)methanamine hydrochloride). Yields the product COC1=CC=C(C=C1)[C@@H](C=1C=NN(C1)C)NC(=O)C=1C=C2C=C(N=CC2=CC1)NC1CCOCC1 (3-(Tetrahydro-pyran-4-ylamino)-isoquinoline-6-carboxylic acid [(S)-(4-methoxy-phenyl)-(1-methyl-1H-pyrazol-4-yl)-methyl]-amide). Reaction SMILES: N[C@@H:2]([CH3:5])[CH2:3][OH:4].[NH2:6][CH:7]1[CH2:12][CH2:11][O:10][CH2:9][CH2:8]1.Cl.F[C:15]1[CH:16]=[C:17]([C@@H:23]([C:25]2[CH:26]=[N:27][N:28]([CH3:30])[CH:29]=2)[NH2:24])[CH:18]=[CH:19][C:20]=1[O:21][CH3:22].Cl.COC1[CH:39]=[CH:38][C:37]([C@@H:40]([C:42]2C=N[N:45]([CH3:47])[CH:46]=2)N)=CC=1>>[CH3:22][O:21][C:20]1[CH:19]=[CH:18][C:17]([C@H:23]([NH:24][C:3]([C:2]2[CH:5]=[C:40]3[C:37](=[CH:38][CH:39]=2)[CH:47]=[N:45][C:46]([NH:6][CH:7]2[CH2:12][CH2:11][O:10][CH2:9][CH2:8]2)=[CH:42]3)=[O:4])[C:25]2[CH:26]=[N:27][N:28]([CH3:30])[CH:29]=2)=[CH:16][CH:15]=1 |f:2.3,4.5|. Reported procedure: 3-(Tetrahydro-pyran-4-ylamino)-isoquinoline-6-carboxylic acid [(S)-(4-methoxy-phenyl)-(1-methyl-1H-pyrazol-4-yl)-methyl]-amide (II-10) was prepared analogously except in step 2, (S)-2-aminopropan-1-ol was replaced with 4-amino-tetrahydropyran and in step 5, 50c was replaced with (S)-(4-methoxy-phenyl)(1-methyl-1H-pyrazol-4-yl)methanamine hydrochloride (50i). 1H NMR (400 MHz, DMSO-d6) δ 9.17 (d, J=8.6 Hz, 1H), 8.90 (s, 1H), 8.08 (s, 1H), 7.83 (d, J=8.6 Hz, 1H), 7.54 (dd, J=8.5, 1.4 Hz, 1H), 7.51 ... Reactants: ClC=1C(=CC(=NC1)F)I (5-chloro-2-fluoro-4-iodopyridine), ClC1=CC=C(C=C1)B(O)O (4-chlorophenylboronic acid). The reagents and catalysts are ClC1=CC=C(C=C1)B(O)O (4-chlorophenylboronic acid), C=1C=CC(=CC1)[P](C=2C=CC=CC2)(C=3C=CC=CC3)[Pd]([P](C=4C=CC=CC4)(C=5C=CC=CC5)C=6C=CC=CC6)([P](C=7C=CC=CC7)(C=8C=CC=CC8)C=9C=CC=CC9)[P](C=1C=CC=CC1)(C=1C=CC=CC1)C=1C=CC=CC1 (Pd(Ph3P)4), C=1C=CC(=CC1)[P](C=2C=CC=CC2)(C=3C=CC=CC3)[Pd]([P](C=4C=CC=CC4)(C=5C=CC=CC5)C=6C=CC=CC6)([P](C=7C=CC=CC7)(C=8C=CC=CC8)C=9C=CC=CC9)[P](C=1C=CC=CC1)(C=1C=CC=CC1)C=1C=CC=CC1 (Pd(Ph3P)4). Run in O (water), C([O-])([O-])=O.[Na+].[Na+] (sodium carbonate), C1(=CC=CC=C1)C (toluene). Run at temperature 140 celsius. The product is ClC=1C(=CC(=NC1)F)C1=CC=C(C=C1)Cl (5-chloro-4-(4-chlorophenyl)-2-fluoropyridine). Yield: 107.4%. RXN SMILES: [Cl:1][C:2]1[C:3](I)=[CH:4][C:5]([F:8])=[N:6][CH:7]=1.[Cl:10][C:11]1[CH:16]=[CH:15][C:14](B(O)O)=[CH:13][CH:12]=1>C(=O)([O-])[O-].[Na+].[Na+].C1(C)C=CC=CC=1.O.C1C=CC([P]([Pd]([P](C2C=CC=CC=2)(C2C=CC=CC=2)C2C=CC=CC=2)([P](C2C=CC=CC=2)(C2C=CC=CC=2)C2C=CC=CC=2)[P](C2C=CC=CC=2)(C2C=CC=CC=2)C2C=CC=CC=2)(C2C=CC=CC=2)C2C=CC=CC=2)=CC=1.ClC1C=CC(B(O)O)=CC=1>[Cl:1][C:2]1[C:3]([C:14]2[CH:15]=[CH:16][C:11]([Cl:10])=[CH:12][CH:13]=2)=[CH:4][C:5]([F:8])=[N:6][CH:7]=1 |f:2.3.4,^1:37,39,58,77|. Procedure details: A suspension of 5-chloro-2-fluoro-4-iodopyridine (2.57 g, 10 mmol), 4-chlorophenylboronic acid (1.72 g, 11 mmol) and Pd(Ph3P)4 (462 mg, 0.4 mmol) in a mixture of 2.0 M aqueous sodium carbonate (6 mL) and toluene (10 mL) was heated at 140 ° C. in a microwave oven for 30 min. Analysis by HPLC/MS indicated that the reaction was not complete. Additonal 4-chlorophenylboronic acid (0.156 g, 1 mmol) was added, followed by Pd(Ph3P)4 (116 mg, 0.1 mmol). The reaction mixture was again heated at 140° C. in... Starting materials: O (water), C1(=CC=CC=C1)S(=O)(=O)N1C(=CC2=CC=CC=C12)C(=O)OCC (ethyl 1-phenylsulfonylindole-2-carboxylate), BrBr (bromine). Solvent: CN(C)C=O (DMF), CN(C)C=O (DMF). Reaction conditions: time 4 hour. Product: BrC=1NC2=CC=CC=C2C1 (bromoindole). As a reaction SMILES: C1(S([N:10]2[C:18]3[C:13](=[CH:14][CH:15]=[CH:16][CH:17]=3)[CH:12]=[C:11]2C(OCC)=O)(=O)=O)C=CC=CC=1.[Br:24]Br.O>CN(C=O)C>[Br:24][C:11]1[NH:10][C:18]2[C:13]([CH:12]=1)=[CH:14][CH:15]=[CH:16][CH:17]=2. Reported procedure: To a stirred solution of ethyl 1-phenylsulfonylindole-2-carboxylate (1 eq.) in DMF (2.5 ml/mmol) under N2, was added a solution of bromine (4 eq.) in DMF (0.5 ml/mmol). This reaction mixture was stirred at room temperature for about 4 hours, following which water was added and the mixture was extracted with dichloromethane (×3). The organic layer was washed with a saturated solution of Na2SO5, dried and evaporated to give a crude yellow oil. Purification by chromatography on silica gel (eluent: ... Reactants: CS(C)=O, CCOC(C)=O, [N-]=[N+]=[N-], [Na+], ClCCCc1ccncc1. Yields the product [N-]=[N+]=NCCCc1ccncc1. RXN SMILES: [CH3:15][S:16]([CH3:17])=[O:18].[CH3:19][CH2:20][O:21][C:22]([CH3:23])=[O:24].[N-:12]=[N+:13]=[N-:14].[Na+:11].[n:1]1[cH:2][cH:3][c:4]([CH2:7][CH2:8][CH2:9][Cl:10])[cH:5][cH:6]1>>[n:1]1[cH:2][cH:3][c:4]([CH2:7][CH2:8][CH2:9][N:12]=[N+:13]=[N-:14])[cH:5][cH:6]1.